Dataset: the Open Reaction Database (ORD), a public repository of structured organic reaction records. Task: describe an organic reaction: reactants, conditions, products, and yield Starting materials: [H-].[Na+] (sodium hydride), C1(=CC=CC=C1)C(C1=CC=CC=C1)OC(=O)C12C(=CC3C2(CC2C(CCC2C1(C3)C=O)C)COC31OC2C(O3)OC(C2O)C1O[Si](C)(C)C(C)(C)C)C(C)C (8a-[[[6-(hydroxy)tetrahydro-7-t-butyldimethylsilyloxy-2,5-methanofuro[2,3-d]-1,3-dioxol-2-yl]oxy]methyl]-4-formyl-4,4a,5,6,7,7a,8,8a-octahydro-7-methyl-3-(1-methylethyl)-1,4-methano-s-indacene-3a(1H)-carboxylic acid diphenylmethyl ester), C(C)Br (ethyl bromide). Run in CN(C=O)C (dimethylformamide). Conditions: time 15 minute. The product is C1(=CC=CC=C1)C(C1=CC=CC=C1)OC(=O)C12C(=CC3C2(CC2C(CCC2C1(C3)C=O)C)COC31OC2C(O3)OC(C2OCC)C1O[Si](C)(C)C(C)(C)C)C(C)C (8a-[[[6-(ethoxy)tetrahydro-7-t-butyldimethylsilyloxy-2,5-methanofuro[2,3-d]-1,3-dioxol-2-yl]oxy]methyl]-4-formyl-4,4a,5,6,7,7a,8,8a-octahydro-7-methyl-3-(1-methylethyl)-1,4-methano-s-indacene-3a(1H)-carboxylic acid diphenylmethyl ester). Reaction SMILES: [C:1]1([CH:7]([O:14][C:15]([C:17]23[C:28]4([CH:30]=[O:31])[CH2:29][CH:20]([C:21]2([CH2:33][O:34][C:35]25[CH:44]([O:45][Si:46]([C:49]([CH3:52])([CH3:51])[CH3:50])([CH3:48])[CH3:47])[CH:41]6[CH:42]([OH:43])[CH:37]([CH:38]([O:40]6)[O:39]2)[O:36]5)[CH2:22][CH:23]2[CH:27]4[CH2:26][CH2:25][CH:24]2[CH3:32])[CH:19]=[C:18]3[CH:53]([CH3:55])[CH3:54])=[O:16])[C:8]2[CH:13]=[CH:12][CH:11]=[CH:10][CH:9]=2)[CH:6]=[CH:5][CH:4]=[CH:3][CH:2]=1.[H-].[Na+].[CH2:58](Br)[CH3:59]>CN(C)C=O>[C:1]1([CH:7]([O:14][C:15]([C:17]23[C:28]4([CH:30]=[O:31])[CH2:29][CH:20]([C:21]2([CH2:33][O:34][C:35]25[CH:44]([O:45][Si:46]([C:49]([CH3:52])([CH3:51])[CH3:50])([CH3:48])[CH3:47])[CH:41]6[CH:42]([O:43][CH2:58][CH3:59])[CH:37]([CH:38]([O:40]6)[O:39]2)[O:36]5)[CH2:22][CH:23]2[CH:27]4[CH2:26][CH2:25][CH:24]2[CH3:32])[CH:19]=[C:18]3[CH:53]([CH3:55])[CH3:54])=[O:16])[C:8]2[CH:9]=[CH:10][CH:11]=[CH:12][CH:13]=2)[CH:6]=[CH:5][CH:4]=[CH:3][CH:2]=1 |f:1.2|. Reported procedure: 48.0 mg of compound (6) was dissolved in 0.4 ml of dry dimethylformamide, and about 5 mg of sodium hydride was added under cooling with ice. After 15 minutes, 19 μl of ethyl bromide was added, and the reaction solution was stirred under cooling with ice. After 50 minutes, the reaction solution was brought back to room temperature and allowed to react for another 90 minutes under stirring. Then, the reaction solution was charged onto a silica gel column (Kieselgel 60, Merck, 1.0φ×25 cm) and elute...